The task is: describe an organic reaction: reactants, conditions, products, and yield. This data is from the Open Reaction Database (ORD), a public repository of structured organic reaction records. Reactants: C(C)(C)C1=CC=C(CNN)C=C1 (p-isopropylbenzylhydrazine), C(C)OC(C=C(OCC)N)=O (β-amino-β-ethoxyacrylic acid ethyl ester), C1(=CC=C(C=C1)S(=O)(=O)O)C (p-toluenesulphonic acid). Run in C(C)O (ethanol). Reaction conditions: time 2 hour. Yields the product NC=1NN(C(C1)=O)CC1=CC=C(C=C1)C(C)C (3-Amino-1-(4-isopropylbenzyl)-pyrazol-5-one). RXN SMILES: [CH:1]([C:4]1[CH:12]=[CH:11][C:7]([CH2:8][NH:9][NH2:10])=[CH:6][CH:5]=1)([CH3:3])[CH3:2].C([O:15][C:16](=O)[CH:17]=[C:18]([NH2:22])OCC)C.C1(C)C=CC(S(O)(=O)=O)=CC=1>C(O)C>[NH2:22][C:18]1[NH:10][N:9]([CH2:8][C:7]2[CH:11]=[CH:12][C:4]([CH:1]([CH3:3])[CH3:2])=[CH:5][CH:6]=2)[C:16](=[O:15])[CH:17]=1. Reported procedure: 32 g of p-isopropylbenzylhydrazine were added, under nitrogen, to a solution of 31.8 g of β-amino-β-ethoxyacrylic acid ethyl ester and 1 g of p-toluenesulphonic acid in 150 ml of ethanol. After stirring for a further two hours, the mixture was left to stand overnight. The compound identified above, which separated out as a precipitate, was filtered off and recrystallised from ethanol. Melting point: 105°, 18.3 g (40%). Reactants: C1CSCCN1, COC(=O)c1cc(F)c(C(F)(F)F)cc1[N+](=O)[O-], C1CCOC1. The product is COC(=O)c1cc(N2CCSCC2)c(C(F)(F)F)cc1[N+](=O)[O-]. RXN SMILES: [CH2:19]1[CH2:20][S:21][CH2:22][CH2:23][NH:24]1.[CH3:1][O:2][C:3]([c:4]1[c:5]([N+:15](=[O:16])[O-:17])[cH:6][c:7]([C:11]([F:12])([F:13])[F:14])[c:8]([F:10])[cH:9]1)=[O:18].[O:25]1[CH2:26][CH2:27][CH2:28][CH2:29]1>>[CH3:1][O:2][C:3]([c:4]1[c:5]([N+:15](=[O:16])[O-:17])[cH:6][c:7]([C:11]([F:12])([F:13])[F:14])[c:8]([N:24]2[CH2:19][CH2:20][S:21][CH2:22][CH2:23]2)[cH:9]1)=[O:18].